From a dataset of the Open Reaction Database (ORD), a public repository of structured organic reaction records. describe an organic reaction: reactants, conditions, products, and yield Reactants: C(CC(O)(C(=O)O)CC(=O)O)(=O)O (citric acid), COC1=CC=C2C=3CCNC(C3N(C2=C1)C(=O)OC(C)(C)C)=O (1,1-Dimethylethyl 7-(methyloxy)-1-oxo-1,2,3,4-tetrahydro-9H-β-carboline-9-carboxylate), BrCC=1C(=C(C(=CC1)Cl)OC=1C=C(C#N)C=C(C1)Cl)F (3-{[3-(Bromomethyl)-6-chloro-2-fluorophenyl]oxy}-5-chlorobenzonitrile), [H-].[Na+] (Sodium hydride). Run in CCOC(=O)C (EtOAc), C1CCOC1 (THF). Reaction conditions: temperature 0 celsius, time 15 minute. Yields the product ClC1=C(C(=C(C=C1)CN1C(C=2N(C3=CC=C(C=C3C2CC1)OC)C(=O)OC(C)(C)C)=O)F)OC1=CC(=CC(=C1)C#N)Cl (1,1-dimethylethyl 2-({4-chloro-3-[(3-chloro-5-cyanophenyl)oxy]-2-fluorophenyl}methyl)-6-(methyloxy)-1-oxo-1,2,3,4-tetrahydro-9H-β-carboline-9-carboxylate). Isolated yield 24.0%. Reaction SMILES: CO[C:3]1[CH:15]=[C:14]2[C:6]([C:7]3[CH2:8][CH2:9][NH:10][C:11](=[O:23])[C:12]=3[N:13]2[C:16]([O:18][C:19]([CH3:22])([CH3:21])[CH3:20])=[O:17])=[CH:5][CH:4]=1.[H-].[Na+].Br[CH2:27][C:28]1[C:29]([F:45])=[C:30]([O:35][C:36]2[CH:37]=[C:38]([CH:41]=[C:42]([Cl:44])[CH:43]=2)[C:39]#[N:40])[C:31]([Cl:34])=[CH:32][CH:33]=1.C(O)(=O)C[C:48](CC(O)=O)(C(O)=O)[OH:49]>C1COCC1.CCOC(C)=O>[Cl:34][C:31]1[CH:32]=[CH:33][C:28]([CH2:27][N:10]2[CH2:9][CH2:8][C:7]3[C:6]4[C:14](=[CH:15][CH:3]=[C:4]([O:49][CH3:48])[CH:5]=4)[N:13]([C:16]([O:18][C:19]([CH3:21])([CH3:22])[CH3:20])=[O:17])[C:12]=3[C:11]2=[O:23])=[C:29]([F:45])[C:30]=1[O:35][C:36]1[CH:37]=[C:38]([C:39]#[N:40])[CH:41]=[C:42]([Cl:44])[CH:43]=1 |f:1.2|. Procedure: 1,1-Dimethylethyl 7-(methyloxy)-1-oxo-1,2,3,4-tetrahydro-9H-β-carboline-9-carboxylate (0.075 g, 0.23 mmol) was dissolved in THF (2 mL) and cooled to 0° C. Sodium hydride (60% dispersion in oil, 0.01 g, 0.25 mmol) was added and the mixture was stirred for 15 min. 3-{[3-(Bromomethyl)-6-chloro-2-fluorophenyl]oxy}-5-chlorobenzonitrile (0.09 g, 0.23 mmol) was added. The reaction mixture was allowed to warm to RT and stirred for 1 h. 10% Aqueous citric acid and EtOAc were added. The layers were separa... Reactants: BrC=1C(=NC(=NC1)CO)C(=O)O (5-bromo-2-hydroxymethyl-pyrimidine-4-carboxylic acid), Cl.CCO (HCl EtOH). The product is C(C)OC(=O)C1=NC(=NC=C1Br)CO (5-bromo-2-hydroxymethyl-pyrimidine-4-carboxylic acid ethyl ester). Isolated yield 80.0%. Reaction SMILES: [Br:1][C:2]1[C:3]([C:10]([OH:12])=[O:11])=[N:4][C:5]([CH2:8][OH:9])=[N:6][CH:7]=1.Cl.[CH3:14][CH2:15]O>>[CH2:14]([O:11][C:10]([C:3]1[C:2]([Br:1])=[CH:7][N:6]=[C:5]([CH2:8][OH:9])[N:4]=1)=[O:12])[CH3:15] |f:1.2|. Reported procedure: A solution of 4.2 g (18.02 mmol) 5-bromo-2-hydroxymethyl-pyrimidine-4-carboxylic acid in 50 ml 5N HCl/EtOH was stirred for 5 hrs. at RT. After evaporation of the solvent the residue was distributed between 50 ml CH2Cl2 and 30 ml H2O. The organic phase was washed with sat. NaHCO3 and brine. The combined organic phases were dried (Na2SO4), filtered and evaporated. The residue was purified by chromatography to give 3.80 g (80%) 5-bromo-2-hydroxymethyl-pyrimidine-4-carboxylic acid ethyl ester as a p... Starting materials: IC1=CC(=C(C=C1)N=C1SC2(CN1)CCCC2)C(C)(C)C (2-(4-iodo-2-tert-butylphenylimino)-1-thia-3-azaspiro[4.4]nonane), C1(CCCC1)Br (cyclopentyl bromide). The product is C1(CCCC1)N1C(SC2(C1)CCCC2)=NC2=C(C=C(C=C2)I)C(C)(C)C (3-cyclopentyl-2-(4-iodo-2-tert-butylphenylimino)-1-thia-3-azaspiro[4.4]nonane). RXN SMILES: [I:1][C:2]1[CH:7]=[CH:6][C:5]([N:8]=[C:9]2[NH:13][CH2:12][C:11]3([CH2:17][CH2:16][CH2:15][CH2:14]3)[S:10]2)=[C:4]([C:18]([CH3:21])([CH3:20])[CH3:19])[CH:3]=1.[CH:22]1(Br)[CH2:26][CH2:25][CH2:24][CH2:23]1>>[CH:22]1([N:13]2[CH2:12][C:11]3([CH2:17][CH2:16][CH2:15][CH2:14]3)[S:10][C:9]2=[N:8][C:5]2[CH:6]=[CH:7][C:2]([I:1])=[CH:3][C:4]=2[C:18]([CH3:21])([CH3:20])[CH3:19])[CH2:26][CH2:25][CH2:24][CH2:23]1. Reported procedure: 2-tert-Butylaniline was converted to 4-iodo-2-tert-butylaniline according to Method A5a. The aniline was converted to 4-iodo-2-tert-butylphenyl isothiocyanate according to Method A2b. 1-Amino-1-(hydroxymethyl)cyclopentane was synthesized as described in Method B1c. The 2-hydroxyethylamine was reacted with SOCl2 according to Method B7a to give 1-amino-1-(chloromethyl)cyclopentane HCl salt. The 2-chloroethylamine was reacted with 4-iodo-2-tert-butylphenyl isothiocyanate according to Method C1a to ...